From a dataset of the Open Reaction Database (ORD), a public repository of structured organic reaction records. describe an organic reaction: reactants, conditions, products, and yield Reactants: C1(CC1)N(C(=O)C[C@@H](C(=O)NC[C@H]1CN(CCC1)N(C(OC)=O)C=N)NS(=O)(=O)C1=CC2=CC=CC=C2C=C1)CCCO (methyl [(S)-3-[(S)-3-[cyclopropyl-(3-hydroxypropyl)-carbamoyl]-2-(naphthalen-2-ylsulfonylamino)-propionylaminomethyl]-piperidin-1-yl]-imino-methylcarbamate), CI (methyl iodide), C(Cl)Cl (methylene chloride). Run in C1CCOC1 (THF), C1CCC2=NCCCN2CC1 (DBU), C1CCOC1 (THF). The product is C1=C(C=CC2=CC=CC=C12)S(=O)(=O)NC(C(=O)N)CC(=O)N (naphthalen-2-ylsulfonylamino-succinamide). Reaction SMILES: C1([N:4](CCCO)[C:5]([CH2:7][C@H:8]([NH:26][S:27]([C:30]2[CH:39]=[CH:38][C:37]3[C:32](=[CH:33][CH:34]=[CH:35][CH:36]=3)[CH:31]=2)(=[O:29])=[O:28])[C:9]([NH:11]C[C@@H]2CCCN(N(C=N)C(=O)OC)C2)=[O:10])=[O:6])CC1.CI.C(Cl)Cl>C1COCC1.C1CCN2C(=NCCC2)CC1>[CH:31]1[C:32]2[C:37](=[CH:36][CH:35]=[CH:34][CH:33]=2)[CH:38]=[CH:39][C:30]=1[S:27]([NH:26][CH:8]([CH2:7][C:5]([NH2:4])=[O:6])[C:9]([NH2:11])=[O:10])(=[O:29])=[O:28]. Procedure details: 274 mg of methyl [(S)-3-[(S)-3-[cyclopropyl-(3-hydroxypropyl)-carbamoyl]-2-(naphthalen-2-ylsulfonylamino)-propionylaminomethyl]-piperidin-1-yl]-imino-methylcarbamate (Example 63), 1 ml of 1N methyl iodide in THF, 2 ml of 1 molar DBU solution in THF and 2 ml of methylene chloride are stirred together at room temperature. The mixture is concentrated and the residue is chromatographed over silica gel with ethyl acetate-methanol 9:1. There are obtained 120 mg of (S)-N1-cyclopropyl-N4-[(S)-1-(iminome...